Dataset: the Open Reaction Database (ORD), a public repository of structured organic reaction records. Task: describe an organic reaction: reactants, conditions, products, and yield Starting materials: CCOC(=O)COc1cccc(N)c1, CCOC(C)=O, O=C(O)c1cccc(-c2ccc(Cl)cc2)n1. Product: CCOC(=O)COc1cccc(NC(=O)c2cccc(-c3ccc(Cl)cc3)n2)c1. As a reaction SMILES: [CH2:17]([CH3:18])[O:19][C:20]([CH2:21][O:22][c:23]1[cH:24][c:25]([NH2:29])[cH:26][cH:27][cH:28]1)=[O:30].[CH3:31][CH2:32][O:33][C:34]([CH3:35])=[O:36].[Cl:1][c:2]1[cH:3][cH:4][c:5](-[c:8]2[cH:9][cH:10][cH:11][c:12]([C:14](=[O:15])[OH:16])[n:13]2)[cH:6][cH:7]1>>[Cl:1][c:2]1[cH:3][cH:4][c:5](-[c:8]2[cH:9][cH:10][cH:11][c:12]([C:14](=[O:16])[NH:29][c:25]3[cH:24][c:23]([O:22][CH2:21][C:20]([O:19][CH2:17][CH3:18])=[O:30])[cH:28][cH:27][cH:26]3)[n:13]2)[cH:6][cH:7]1. Procedure: A solution of 6.25 g of (6-isopropyl-1,3-benzodioxol-5-yl)acetic acid (crude crystal) in 30 ml of tetrahydrofuran was dropwise added to a suspension of 1.6 g of lithium aluminum hydride in 40 ml of tetrahydrofuran under cooling with ice. The obtained mixture was stirred overnight. 1.6 ml of water, 1.6 ml of a 15% aqueous solution of sodium hydroxide and 4.8 ml of water were added to the resulting mixture successively under cooling with ice. The obtained mixture was filtered and the filtrate was ... Run in O1CCCC1 (tetrahydrofuran), O1CCCC1 (tetrahydrofuran). Reaction SMILES: [CH:1]([C:4]1[C:5]([CH2:13][C:14](O)=[O:15])=[CH:6][C:7]2[O:11][CH2:10][O:9][C:8]=2[CH:12]=1)([CH3:3])[CH3:2].[H-].[Al+3].[Li+].[H-].[H-].[H-].O.[OH-].[Na+]>O1CCCC1>[CH:1]([C:4]1[C:5]([CH2:13][CH2:14][OH:15])=[CH:6][C:7]2[O:11][CH2:10][O:9][C:8]=2[CH:12]=1)([CH3:3])[CH3:2] |f:1.2.3.4.5.6,8.9|. Reactants: C(C)(C)C=1C(=CC2=C(OCO2)C1)CC(=O)O ((6-isopropyl-1,3-benzodioxol-5-yl)acetic acid), [H-].[Al+3].[Li+].[H-].[H-].[H-] (lithium aluminum hydride), O (water), aqueous solution, [OH-].[Na+] (sodium hydroxide), O (water). Yields the product C(C)(C)C=1C(=CC2=C(OCO2)C1)CCO (2-(6-Isopropyl-1,3-benzodioxol-5-yl)ethanol). Reaction conditions: time 8 hour. Isolated yield 77.0%. Starting materials: O=C(CBr)c1ccc(Cl)cc1Cl, CCCCO, Cc1ccc(Cl)cc1OCC(O)CO, Cc1ccc(S(=O)(=O)O)cc1, c1ccccc1. The product is Cc1ccc(Cl)cc1OCC1COC(CBr)(c2ccc(Cl)cc2Cl)O1. RXN SMILES: [Br:1][CH2:2][C:3](=[O:4])[c:5]1[c:6]([Cl:12])[cH:7][c:8]([Cl:11])[cH:9][cH:10]1.[CH2:38]([OH:39])[CH2:40][CH2:41][CH3:42].[Cl:13][c:14]1[cH:15][c:16]([O:21][CH2:22][CH:23]([CH2:24][OH:25])[OH:26])[c:17]([CH3:20])[cH:18][cH:19]1.[c:27]1([CH3:28])[cH:29][cH:30][c:31]([S:32]([OH:33])(=[O:34])=[O:35])[cH:36][cH:37]1.[cH:43]1[cH:44][cH:45][cH:46][cH:47][cH:48]1>>[Br:1][CH2:2][C:3]1([c:5]2[c:6]([Cl:12])[cH:7][c:8]([Cl:11])[cH:9][cH:10]2)[O:4][CH2:24][CH:23]([CH2:22][O:21][c:16]2[cH:15][c:14]([Cl:13])[cH:19][cH:18][c:17]2[CH3:20])[O:26]1. The reactants are Cl.S1C(=CC=2C=NC=CC21)CN (Thieno[3,2-c]pyridin-2-ylmethanamine hydrochloride), S1C(=CC=2C=NC=CC21)C(C)O (1-(thieno[3,2-c]pyridin-2-yl)ethanol), intermediate A. Product: S1C(=CC=2C=NC=CC21)C(C)N (1-(Thieno[3,2-c]pyridin-2-yl)ethanamine). Reaction SMILES: Cl.[S:2]1[C:10]2[CH:9]=[CH:8][N:7]=[CH:6][C:5]=2[CH:4]=[C:3]1[CH2:11][NH2:12].S1C2C=CN=CC=2C=[C:14]1C(O)C>>[S:2]1[C:10]2[CH:9]=[CH:8][N:7]=[CH:6][C:5]=2[CH:4]=[C:3]1[CH:11]([NH2:12])[CH3:14] |f:0.1|. Reported procedure: Intermediate D′ was prepared from 1-(thieno[3,2-c]pyridin-2-yl)ethanol (D′-4) following similar procedures for synthesizing intermediate A from A-3, as described above. Starting materials: CI, CCO, SC1=NC(c2ccc(Cl)cc2)C(c2ccc(Cl)cc2)N1. Product: CSC1=NC(c2ccc(Cl)cc2)C(c2ccc(Cl)cc2)N1. RXN SMILES: [CH3:21][I:22].[CH3:23][CH2:24][OH:25].[Cl:1][c:2]1[cH:3][cH:4][c:5]([CH:8]2[N:9]=[C:10]([SH:20])[NH:11][CH:12]2[c:13]2[cH:14][cH:15][c:16]([Cl:19])[cH:17][cH:18]2)[cH:6][cH:7]1>>[Cl:1][c:2]1[cH:3][cH:4][c:5]([CH:8]2[N:9]=[C:10]([S:20][CH3:21])[NH:11][CH:12]2[c:13]2[cH:14][cH:15][c:16]([Cl:19])[cH:17][cH:18]2)[cH:6][cH:7]1. The reactants are CC(=O)OC(C)=O, F, c1ccc(Oc2ccccc2)cc1, O. Yields the product CC(=O)c1ccc(Oc2ccccc2)cc1. RXN SMILES: [CH3:14][C:15](=[O:16])[O:17][C:18](=[O:19])[CH3:20].[FH:21].[O:1]([c:2]1[cH:3][cH:4][cH:5][cH:6][cH:7]1)[c:8]1[cH:9][cH:10][cH:11][cH:12][cH:13]1.[OH2:22]>>[O:1]([c:2]1[cH:3][cH:4][cH:5][cH:6][cH:7]1)[c:8]1[cH:9][cH:10][c:11]([C:15]([CH3:14])=[O:16])[cH:12][cH:13]1. Reactants: C(C1=CC=CC=C1)OC(=O)NC1=CN=C(N(C1=O)CC(=O)O)C1=CC=C(C=C1)C ([5-benzyloxycarbonylamino-6-oxo-2-(p-tolyl)-1,6-dihydro-1-pyrimidinyl]acetic acid), NC(C(C(F)(F)F)O)CC1=CC=CC=C1 (3-amino-1,1,1-trifluoro-4-phenyl-2-butanol), CCN=C=NCCCN(C)C.Cl (WSCI hydrochloride), C=1C=CC2=C(C1)N=NN2O (HOBT). Run in CN(C)C=O (DMF). Yields the product C(C1=CC=CC=C1)OC(=O)NC1=CN=C(N(C1=O)CC(=O)NC(C(C(F)(F)F)O)CC1=CC=CC=C1)C1=CC=C(C=C1)C (2-[5-Benzyloxycarbonylamino-6-oxo-2-(p-tolyl)-1,6-dihydro-1-pyrimidyl]-N-(1-benzyl-3,3,3-trifluoro-2-hydroxypropyl)acetamide), C(C1=CC=CC=C1)OC(=O)NC1=CN=C(N(C1=O)CC(=O)NC(C(C(F)(F)F)=O)CC1=CC=CC=C1)C1=CC=C(C=C1)C (2-[5-benzyloxycarbonylamino-6-oxo-2-(p-tolyl)-1,6-dihydro-1-pyrimidyl]-N-(1-benzyl-3,3,3-trifluoro-2-oxopropyl)-acetamide), target compound. Yield: 93.0%. RXN SMILES: [CH2:1]([O:8][C:9]([NH:11][C:12]1[C:17](=[O:18])[N:16]([CH2:19][C:20](O)=[O:21])[C:15]([C:23]2[CH:28]=[CH:27][C:26]([CH3:29])=[CH:25][CH:24]=2)=[N:14][CH:13]=1)=[O:10])[C:2]1[CH:7]=[CH:6][CH:5]=[CH:4][CH:3]=1.[NH2:30][CH:31]([CH2:38][C:39]1[CH:44]=[CH:43][CH:42]=[CH:41][CH:40]=1)[CH:32]([OH:37])[C:33]([F:36])([F:35])[F:34].CCN=C=NCCCN(C)C.Cl.C1C=CC2N(O)N=NC=2C=1>CN(C=O)C>[CH2:1]([O:8][C:9]([NH:11][C:12]1[C:17](=[O:18])[N:16]([CH2:19][C:20]([NH:30][CH:31]([CH2:38][C:39]2[CH:44]=[CH:43][CH:42]=[CH:41][CH:40]=2)[CH:32]([OH:37])[C:33]([F:34])([F:35])[F:36])=[O:21])[C:15]([C:23]2[CH:28]=[CH:27][C:26]([CH3:29])=[CH:25][CH:24]=2)=[N:14][CH:13]=1)=[O:10])[C:2]1[CH:3]=[CH:4][CH:5]=[CH:6][CH:7]=1.[CH2:1]([O:8][C:9]([NH:11][C:12]1[C:17](=[O:18])[N:16]([CH2:19][C:20]([NH:30][CH:31]([CH2:38][C:39]2[CH:44]=[CH:43][CH:42]=[CH:41][CH:40]=2)[C:32](=[O:37])[C:33]([F:34])([F:35])[F:36])=[O:21])[C:15]([C:23]2[CH:28]=[CH:27][C:26]([CH3:29])=[CH:25][CH:24]=2)=[N:14][CH:13]=1)=[O:10])[C:2]1[CH:3]=[CH:4][CH:5]=[CH:6][CH:7]=1 |f:2.3|. Reported procedure: 2-[5-Benzyloxycarbonylamino-6-oxo-2-(p-tolyl)-1,6-dihydro-1-pyrimidyl]-N-(1-benzyl-3,3,3-trifluoro-2-hydroxypropyl)acetamide was synthesized in the same manner as in Example 1. That is, [5-benzyloxycarbonylamino-6-oxo-2-(p-tolyl)-1,6-dihydro-1-pyrimidinyl]acetic acid (title compound in Reference Example 4, 3.00 g, 7.63 mmol) was treated with 3-amino-1,1,1-trifluoro-4-phenyl-2-butanol (title compound in Reference Example 1, 1.76 g, 8.03 mmol), WSCI hydrochloride (1.76 g, 9.18 mmol) and HOBT (2.06... Conditions: temperature 90 celsius, time 2 hour. Reaction SMILES: [NH2:1][C:2]1[CH:7]=[CH:6][CH:5]=[CH:4][CH:3]=1.[F:8][C:9]1[CH:14]=[C:13](I)[CH:12]=[C:11]([F:16])[CH:10]=1.[OH-].[K+]>C1(C)C=CC=CC=1.O.[Br-].C[N+](C)(C)CCCCCCCCCCCCCCCC.[Cl-].[Na+].O>[F:8][C:9]1[CH:14]=[C:13]([CH:12]=[C:11]([F:16])[CH:10]=1)[NH:1][C:2]1[CH:7]=[CH:6][CH:5]=[CH:4][CH:3]=1 |f:2.3,6.7,8.9.10|. Product: FC=1C=C(NC2=CC=CC=C2)C=C(C1)F (3,5-Difluoro-N-phenylaniline). Procedure details: In a 5 mL microwave reaction vial was placed aniline (0.298 g. 3.20 mmol) and 1,3-difluoro-5-iodobenzene (0.768 g, 3.20 mmol) in toluene (3 mL). KOH (0.323 g, 5.76 mmol) in water (650 μL) and N,N,N-trimethylhexadecan-1-aminium bromide (6.30 mg, 0.017 mmol) were added to the vial with stirring. After the reaction was warmed to 90° C., bis[tri(t-butylphosphine]palladium[0] (0.016 g, 0.032 mmol) was added and the reaction was stirred at 150° C. for 4 h and then 160° C. for 2 h. The mixture was dilu... Yield: 20.1%. Run in O (water), C1(=CC=CC=C1)C (toluene), O (water), [Cl-].[Na+].O (brine). Reagents/catalysts: [Br-].C[N+](CCCCCCCCCCCCCCCC)(C)C (N,N,N-trimethylhexadecan-1-aminium bromide). Starting materials: [OH-].[K+] (KOH), NC1=CC=CC=C1 (aniline), tri(t-butylphosphine]palladium[0], FC1=CC(=CC(=C1)I)F (1,3-difluoro-5-iodobenzene).